Dataset: the Open Reaction Database (ORD), a public repository of structured organic reaction records. Task: describe an organic reaction: reactants, conditions, products, and yield The reactants are CCOC(=O)c1cnc2c(OC)csc2c1Cl, COc1ccccc1, Cc1cc(O)ccc1N. Yields the product CCOC(=O)c1cnc2c(OC)csc2c1Nc1ccc(O)cc1C, Cl. Reaction SMILES: [CH3:1][O:2][c:3]1[cH:4][s:5][c:6]2[c:7]1[n:8][cH:9][c:10]([C:13](=[O:14])[O:15][CH2:16][CH3:17])[c:11]2[Cl:12].[CH3:27][O:28][c:29]1[cH:30][cH:31][cH:32][cH:33][cH:34]1.[OH:18][c:19]1[cH:20][c:21]([CH3:26])[c:22]([NH2:23])[cH:24][cH:25]1>>[CH3:1][O:2][c:3]1[cH:4][s:5][c:6]2[c:7]1[n:8][cH:9][c:10]([C:13](=[O:14])[O:15][CH2:16][CH3:17])[c:11]2[NH:23][c:22]1[c:21]([CH3:26])[cH:20][c:19]([OH:18])[cH:25][cH:24]1.[ClH:12]. Starting materials: BrB(Br)Br, O=C([O-])O, ClCCl, COc1ccc(-n2c(C)cc3ccccc3c2=O)cc1, [Na+]. Product: Cc1cc2ccccc2c(=O)n1-c1ccc(O)cc1. Reaction SMILES: [B:21]([Br:22])([Br:23])[Br:24].[C:25](=[O:26])([O-:27])[OH:28].[CH2:30]([Cl:31])[Cl:32].[CH3:1][O:2][c:3]1[cH:4][cH:5][c:6](-[n:9]2[c:10](=[O:20])[c:11]3[cH:12][cH:13][cH:14][cH:15][c:16]3[cH:17][c:18]2[CH3:19])[cH:7][cH:8]1.[Na+:29]>>[OH:2][c:3]1[cH:4][cH:5][c:6](-[n:9]2[c:10](=[O:20])[c:11]3[cH:12][cH:13][cH:14][cH:15][c:16]3[cH:17][c:18]2[CH3:19])[cH:7][cH:8]1. Reactants: ClCCNC(N[C@H]1CN(CCC1)C(=O)OC(C)(C)C)=O ((R)-tert-butyl 3-(3-(2-chloroethyl)ureido)piperidine-1-carboxylate), [H-].[Na+] (NaH). The solvent is C1CCOC1 (THF). Reaction conditions: time 6 hour. The product is O=C1N(CCN1)[C@H]1CN(CCC1)C(=O)OC(C)(C)C ((R)-tert-butyl 3-(2-oxoimidazolidin-1-yl)piperidine-1-carboxylate). The yield is 92.5%. RXN SMILES: Cl[CH2:2][CH2:3][NH:4][C:5](=[O:20])[NH:6][C@@H:7]1[CH2:12][CH2:11][CH2:10][N:9]([C:13]([O:15][C:16]([CH3:19])([CH3:18])[CH3:17])=[O:14])[CH2:8]1.[H-].[Na+]>C1COCC1>[O:20]=[C:5]1[NH:4][CH2:3][CH2:2][N:6]1[C@@H:7]1[CH2:12][CH2:11][CH2:10][N:9]([C:13]([O:15][C:16]([CH3:19])([CH3:18])[CH3:17])=[O:14])[CH2:8]1 |f:1.2|. Procedure: To a solution of (R)-tert-butyl 3-aminopiperidine-1-carboxylate (50 g, 250 mmol) and Et3N (50.5 g, 500 mmol) in DCM (500 mL) was added 2-chloroethyl isocyanate (31.65 g, 300 mmol) dropwise. The resulting mixture was stirred at RT for 4 hours before being quenched with water (100 mL). The layers were separated and the organic layer was washed with brine, dried, concentrated, and subjected to silica flash column using 0 to 50% EA in to isolate (R)-tert-butyl 3-(3-(2-chloroethyl)ureido)piperidine-1... Reactants: CN(C)C=O, CS(=O)(=O)Cl, [Cl-], [Li+], O, CCOC(=O)C(=CC=C(C)CCC=C(C)CCC=C(C)CO)C(C)C. The product is CCOC(=O)C(=CC=C(C)CCC=C(C)CCC=C(C)CCl)C(C)C. Reaction SMILES: [CH3:28][N:29]([CH3:30])[CH:31]=[O:32].[CH3:33][S:34]([Cl:35])(=[O:36])=[O:37].[Cl-:27].[Li+:26].[OH2:38].[OH:1][CH2:2][C:3](=[CH:4][CH2:5][CH2:6][C:7](=[CH:8][CH2:9][CH2:10][C:11](=[CH:12][CH:13]=[C:14]([C:15](=[O:16])[O:17][CH2:18][CH3:19])[CH:20]([CH3:21])[CH3:22])[CH3:23])[CH3:24])[CH3:25]>>[CH2:2]([C:3](=[CH:4][CH2:5][CH2:6][C:7](=[CH:8][CH2:9][CH2:10][C:11](=[CH:12][CH:13]=[C:14]([C:15](=[O:16])[O:17][CH2:18][CH3:19])[CH:20]([CH3:21])[CH3:22])[CH3:23])[CH3:24])[CH3:25])[Cl:35]. The reactants are Cc1nc(N(C)c2ccc(N)cc2)c2ccccc2n1, CC(=O)OC(C)=O, O=CO, ClCCl. Yields the product Cc1nc(N(C)c2ccc(NC=O)cc2)c2ccccc2n1. RXN SMILES: [CH3:11][N:12]([c:13]1[cH:14][cH:15][c:16]([NH2:19])[cH:17][cH:18]1)[c:20]1[n:21][c:22]([CH3:30])[n:23][c:24]2[cH:25][cH:26][cH:27][cH:28][c:29]12.[CH3:4][C:5]([O:6][C:7](=[O:8])[CH3:9])=[O:10].[CH:1](=[O:2])[OH:3].[Cl:31][CH2:32][Cl:33]>>[CH:1](=[O:3])[NH:19][c:16]1[cH:15][cH:14][c:13]([N:12]([CH3:11])[c:20]2[n:21][c:22]([CH3:30])[n:23][c:24]3[cH:25][cH:26][cH:27][cH:28][c:29]23)[cH:18][cH:17]1. The reactants are OCC1=C(C(=NO1)C1=NC=CC=C1)COC1=NC=C(C(=O)O)C=C1 (6-(5-hydroxymethyl-3-pyridin-2-yl-isoxazol-4-ylmethoxy)-nicotinic acid), CN(N)C (N,N-dimethylhydrazine), F[B-](F)(F)F.C[N+](=C(ON1N=NC2=C1C=CC=C2)N(C)C)C (N,N,N′,N′-tetramethyl-O-(benzotriazole-1-yl)-uronium tetrafluoroborate), C(C)(C)N(C(C)C)CC (N,N-diisopropyl ethylamine). The solvent is CN(C)C=O (DMF). Conditions: time 8 hour. Yields the product CN(NC(C1=CN=C(C=C1)OCC=1C(=NOC1CO)C1=NC=CC=C1)=O)C (6-(5-Hydroxymethyl-3-pyridin-2-yl-isoxazol-4-ylmethoxy)-nicotinic acid N′,N′-dimethyl-hydrazide). Yield: 63.2%. As a reaction SMILES: [OH:1][CH2:2][C:3]1[O:7][N:6]=[C:5]([C:8]2[CH:13]=[CH:12][CH:11]=[CH:10][N:9]=2)[C:4]=1[CH2:14][O:15][C:16]1[CH:24]=[CH:23][C:19]([C:20]([OH:22])=O)=[CH:18][N:17]=1.[CH3:25][N:26]([CH3:28])[NH2:27].F[B-](F)(F)F.C[N+](C)=C(N(C)C)ON1C2C=CC=CC=2N=N1.C(N(CC)C(C)C)(C)C>CN(C=O)C>[CH3:25][N:26]([CH3:28])[NH:27][C:20](=[O:22])[C:19]1[CH:23]=[CH:24][C:16]([O:15][CH2:14][C:4]2[C:5]([C:8]3[CH:13]=[CH:12][CH:11]=[CH:10][N:9]=3)=[N:6][O:7][C:3]=2[CH2:2][OH:1])=[N:17][CH:18]=1 |f:2.3|. Reported procedure: To a solution of 6-(5-hydroxymethyl-3-pyridin-2-yl-isoxazol-4-ylmethoxy)-nicotinic acid (70 mg, 0.21 mmol) in DMF (5 mL) was added N,N-dimethylhydrazine (18 mg, 0.30 mmol), N,N,N′,N′-tetramethyl-O-(benzotriazole-1-yl)-uronium tetrafluoroborate (96 mg, 0.30 mmol) and N,N-diisopropyl ethylamine (0.15 mL, 0.84 mmol). The reaction mixture was stirred overnight at room temperature. After evaporation of the solvent the residue was partitioned (ethyl acetate/aqueous saturated sodium bicarbonate solutio... Reactants: CC1CNCCN1, CC(C)O, CCN(C(C)C)C(C)C, Fc1cnc(Cl)nc1. RXN SMILES: [CH3:9][CH:10]1[NH:11][CH2:12][CH2:13][NH:14][CH2:15]1.[CH:16]([OH:17])([CH3:18])[CH3:19].[CH:20]([N:21]([CH2:22][CH3:23])[CH:24]([CH3:25])[CH3:26])([CH3:27])[CH3:28].[Cl:1][c:2]1[n:3][cH:4][c:5]([F:8])[cH:6][n:7]1>>[c:2]1([N:14]2[CH2:13][CH2:12][NH:11][CH:10]([CH3:9])[CH2:15]2)[n:3][cH:4][c:5]([F:8])[cH:6][n:7]1. Yields the product CC1CN(c2ncc(F)cn2)CCN1.